This data is from the Open Reaction Database (ORD), a public repository of structured organic reaction records. The task is: describe an organic reaction: reactants, conditions, products, and yield Yield: 91.1%. The reagents and catalysts are [Cu]I (copper (1) iodide), C(C)(=O)[O-].[Pd+2].C(C)(=O)[O-] (palladium acetate). Reported procedure: 2-(4-Iodo-1H-pyrazol-1-yl)-N,N-dimethylacetamide (Preparation 99, 0.68 g, 2.42 mmol) and trimethylsilylacetylene (0.326 g, 3.32 mmol) were dissolved in dry DMF (5 ml) and placed under argon. Diisopropylamine (0.47 ml, 3.3 mmol), copper (1) iodide (30 mg, 0.16 mmol), triphenylphosphine (126 mg, 0.242 mmol) and palladium acetate (40 mg, 0.16 mmol) were added and the flask was flushed with argon. The reaction was heated to 60° C. for 1 hour. The reaction was cooled to room temperature and diluted w... Reaction conditions: temperature 60 celsius. The solvent is CN(C)C=O (DMF). Yields the product CN(C(CN1N=CC(=C1)C#C[Si](C)(C)C)=O)C (N,N-Dimethyl-2-(4-((trimethylsilyl)ethynyl)-1H-pyrazol-1-yl)acetamide). As a reaction SMILES: I[C:2]1[CH:3]=[N:4][N:5]([CH2:7][C:8]([N:10]([CH3:12])[CH3:11])=[O:9])[CH:6]=1.[CH3:13][Si:14]([C:17]#[CH:18])([CH3:16])[CH3:15].C(NC(C)C)(C)C.C1(P(C2C=CC=CC=2)C2C=CC=CC=2)C=CC=CC=1>CN(C=O)C.[Cu]I.C([O-])(=O)C.[Pd+2].C([O-])(=O)C>[CH3:11][N:10]([CH3:12])[C:8](=[O:9])[CH2:7][N:5]1[CH:6]=[C:2]([C:18]#[C:17][Si:14]([CH3:16])([CH3:15])[CH3:13])[CH:3]=[N:4]1 |f:6.7.8|. Starting materials: IC=1C=NN(C1)CC(=O)N(C)C (2-(4-Iodo-1H-pyrazol-1-yl)-N,N-dimethylacetamide), C[Si](C)(C)C#C (trimethylsilylacetylene), C(C)(C)NC(C)C (Diisopropylamine), C1(=CC=CC=C1)P(C1=CC=CC=C1)C1=CC=CC=C1 (triphenylphosphine). Reactants: CN(CC(=O)O)C(=O)OC (methyl N-methoxycarbonylglycine), CN(C=O)C (N,N-dimethylformamide), [H-].[Na+] (sodium hydride), C(C#C)Br (propargyl bromide), ice water, [Cl-].[Na+] (sodium chloride). Conditions: time 20 minute. The product is C(C#C)N(CC(=O)OC)C(=O)OC (methyl N-propargyl-N-methoxycarbonylglycinate). As a reaction SMILES: [CH3:1][N:2]([C:7]([O:9][CH3:10])=[O:8])[CH2:3][C:4]([OH:6])=[O:5].[H-].[Na+].[CH2:13](Br)[C:14]#C.[Cl-].[Na+].[CH3:19]N(C)C=O>>[CH2:1]([N:2]([C:7]([O:9][CH3:10])=[O:8])[CH2:3][C:4]([O:6][CH3:19])=[O:5])[C:13]#[CH:14] |f:1.2,4.5|. Procedure details: 5.0 g of methyl N-methoxycarbonylglycine were dissolved in 30 ml of N,N-dimethylformamide. Then ice-cooling the mixture, 1.5 g of sodium hydride (60% oil dispersion) were added thereto under a nitrogen atmosphere and stirred for 20 minutes. Thereafter 6.0 g of propargyl bromide were dropped thereto over 15 minutes and further stirred for 40 minutes. Then the reaction mixture was poured into ice-water and sodium chloride was added thereto to saturate the same. Then the aqueous layer was washed wi... Reaction SMILES: [C:1](=[O:2])([O-:3])[O-:4].[CH3:38][C:39]#[N:40].[Cl:25][CH2:26][CH2:27][O:28][c:29]1[cH:30][cH:31][c:32]([N+:35](=[O:36])[O-:37])[cH:33][cH:34]1.[ClH:7].[I-:24].[K+:23].[K+:5].[K+:6].[N:8]1([c:14]2[n:15][s:16][c:17]3[c:18]2[cH:19][cH:20][cH:21][cH:22]3)[CH2:9][CH2:10][NH:11][CH2:12][CH2:13]1>>[N:8]1([c:14]2[n:15][s:16][c:17]3[c:18]2[cH:19][cH:20][cH:21][cH:22]3)[CH2:9][CH2:10][N:11]([CH2:26][CH2:27][O:28][c:29]2[cH:30][cH:31][c:32]([N+:35](=[O:36])[O-:37])[cH:33][cH:34]2)[CH2:12][CH2:13]1. Yields the product O=[N+]([O-])c1ccc(OCCN2CCN(c3nsc4ccccc34)CC2)cc1. The reactants are O=C([O-])[O-], CC#N, O=[N+]([O-])c1ccc(OCCCl)cc1, Cl, [I-], [K+], [K+], [K+], c1ccc2c(N3CCNCC3)nsc2c1. Starting materials: C(C)(C)(C)OC(=O)N(CC=C)C(C(=O)O)CC1=CC=CC=C1 (N-(t-butoxycarbonyl)-allylamino-3-phenyl-propionic acid), CNCC1=CC=CC=C1 (N-methyl-N-benzylamine), CN1CCOCC1 (N-methylmorpholine), ClC(=O)OCC(C)C (isobutyl chloroformate). Solvent: C(C)(=O)OCC (ethyl acetate), C1CCOC1 (THF). Conditions: temperature -22 celsius, time 2 hour. The product is C(C1=CC=CC=C1)N(C([C@H](CC1=CC=CC=C1)N(C(=O)OC(C)(C)C)CC=C)=O)C ((S)-N-Benzyl-N-methyl-2-[N-(t-butoxycarbonyl)-allylamino]-3-phenyl-propionamide). RXN SMILES: [C:1]([O:5][C:6]([N:8]([CH:12]([CH2:16][C:17]1[CH:22]=[CH:21][CH:20]=[CH:19][CH:18]=1)[C:13]([OH:15])=O)[CH2:9][CH:10]=[CH2:11])=[O:7])([CH3:4])([CH3:3])[CH3:2].CN1CCOCC1.ClC(OCC(C)C)=O.[CH3:38][NH:39][CH2:40][C:41]1[CH:46]=[CH:45][CH:44]=[CH:43][CH:42]=1>C(OCC)(=O)C.C1COCC1>[CH2:40]([N:39]([CH3:38])[C:13](=[O:15])[C@@H:12]([N:8]([CH2:9][CH:10]=[CH2:11])[C:6]([O:5][C:1]([CH3:2])([CH3:3])[CH3:4])=[O:7])[CH2:16][C:17]1[CH:22]=[CH:21][CH:20]=[CH:19][CH:18]=1)[C:41]1[CH:46]=[CH:45][CH:44]=[CH:43][CH:42]=1. Reported procedure: Combine (S)-2-[N-(t-butoxycarbonyl)-allylamino-3-phenyl-propionic acid (11.1 g, 36.35 mmol), and THF (360 mL). Cool to -22° C. Add N-methylmorpholine (7.09 mL, 54.53 mmol) and then stir for 10 minutes. Add isobutyl chloroformate (7.09 mL, 54.53 mmol) and stir for 30 minutes at -22° C. Add N-methyl-N-benzylamine (7.09 mL, 54.53 mmol). Allow to warm to ambient temperature and stir for 2 hours. Dilute the reaction mixture with ethyl acetate and extract with water. Separate the layers, dry the organ... Starting materials: Cl (hydrochloric acid), C(C)(=O)C=1[C@H](C(=C(NC1C)C)C(=O)O[C@@H]1C(N(C(C1)=O)CC1=CC=CC=C1)=O)C=1C=CC=C2C(C=C(OC12)C)=O ((3S)-1-benzyl-2,5-dioxopyrrolidin-3-yl (4R)-5-acetyl-2,6-dimethyl-4-(2-methyl-4-oxo-4H-chromen-8-yl)-1,4-dihydropyridine-3-carboxylate), O (Water), C1CCC2=NCCCN2CC1 (DBU). Solvent: C(C)(=O)OCC (ethyl acetate). Conditions: time 8 hour. Yields the product C(C)(=O)C=1[C@H](C(=C(NC1C)C)C(=O)O)C=1C=CC=C2C(C=C(OC12)C)=O ((4R)-5-Acetyl-2,6-dimethyl-4-(2-methyl-4-oxo-4H-chromen-8-yl)-1,4-dihydropyridine-3-carboxylic acid). Reaction SMILES: [C:1]([C:4]1[C@@H:5]([C:29]2[CH:30]=[CH:31][CH:32]=[C:33]3[C:38]=2[O:37][C:36]([CH3:39])=[CH:35][C:34]3=[O:40])[C:6]([C:12]([O:14][C@H]2CC(=O)N(CC3C=CC=CC=3)C2=O)=[O:13])=[C:7]([CH3:11])[NH:8][C:9]=1[CH3:10])(=[O:3])[CH3:2].C1CCN2C(=NCCC2)CC1.O.Cl>C(OCC)(=O)C>[C:1]([C:4]1[C@@H:5]([C:29]2[CH:30]=[CH:31][CH:32]=[C:33]3[C:38]=2[O:37][C:36]([CH3:39])=[CH:35][C:34]3=[O:40])[C:6]([C:12]([OH:14])=[O:13])=[C:7]([CH3:11])[NH:8][C:9]=1[CH3:10])(=[O:3])[CH3:2]. Procedure: 300 mg (0.555 mmol) of (3S)-1-benzyl-2,5-dioxopyrrolidin-3-yl (4R)-5-acetyl-2,6-dimethyl-4-(2-methyl-4-oxo-4H-chromen-8-yl)-1,4-dihydropyridine-3-carboxylate are dissolved in 10 ml of ethyl acetate, and 295.7 mg (1.942 mmol) of DBU are added. The mixture is stirred at room temperature for 8 h. Water is then added, and the pH is adjusted to pH 4-5 with 1 N hydrochloric acid. The aqueous phase is separated off and extracted with ethyl acetate. The combined organic phases are washed with saturated ... Reactants: CC(=O)O (AcOH), [BH-](OC(=O)C)(OC(=O)C)OC(=O)C.[Na+] (NaBH(OAc)3), C(C1=CC=CC=C1)OC(=O)N1CCC(CC1)N1N=C(C=C1NC(=O)N[C@H]1CC[C@H](C2=CC=CC=C12)OC=1C=CC=2N(C1)C(=NN2)C(C)C)C(C)(C)C (4-(3-tert-Butyl-5-{3-[(1S,4R)-4-(3-isopropyl-[1,2,4]triazolo[4,3-a]pyridin-6-yloxy)-1,2,3,4-tetrahydro-naphthalen-1-yl]-ureido}-pyrazol-1-yl)-piperidine-1-carboxylic acid benzyl ester), C=O (formaldehyde). Run in C(Cl)Cl (DCM). Reaction conditions: time 3 hour. Yields the product [NH4+].[OH-] (NH4OH), C(C)(C)(C)C=1C=C(N(N1)C1CCN(CC1)C)NC(=O)N[C@H]1CC[C@H](C2=CC=CC=C12)OC=1C=CC=2N(C1)C(=NN2)C(C)C (1-[5-tert-Butyl-2-(1-methyl-piperidin-4-yl)-2H-pyrazol-3-yl]-3-[(1S,4R)-4-(3-isopropyl-[1,2,4]triazolo[4,3-a]pyridin-6-yloxy)-1,2,3,4-tetrahydro-naphthalen-1-yl]-urea). The yield is 0.1%. Reaction SMILES: C([O:8][C:9]([N:11]1[CH2:16][CH2:15][CH:14]([N:17]2[C:21]([NH:22][C:23]([NH:25][C@@H:26]3[C:35]4[C:30](=[CH:31][CH:32]=[CH:33][CH:34]=4)[C@H:29]([O:36][C:37]4[CH:38]=[CH:39][C:40]5[N:41]([C:43]([CH:46]([CH3:48])[CH3:47])=[N:44][N:45]=5)[CH:42]=4)[CH2:28][CH2:27]3)=[O:24])=[CH:20][C:19]([C:49]([CH3:52])([CH3:51])[CH3:50])=[N:18]2)[CH2:13][CH2:12]1)=O)C1C=CC=CC=1.C=O.CC(O)=O.[BH-](OC(C)=O)(OC(C)=O)OC(C)=O.[Na+]>C(Cl)Cl>[NH4+:11].[OH-:8].[C:49]([C:19]1[CH:20]=[C:21]([NH:22][C:23]([NH:25][C@@H:26]2[C:35]3[C:30](=[CH:31][CH:32]=[CH:33][CH:34]=3)[C@H:29]([O:36][C:37]3[CH:38]=[CH:39][C:40]4[N:41]([C:43]([CH:46]([CH3:48])[CH3:47])=[N:44][N:45]=4)[CH:42]=3)[CH2:28][CH2:27]2)=[O:24])[N:17]([CH:14]2[CH2:13][CH2:12][N:11]([CH3:9])[CH2:16][CH2:15]2)[N:18]=1)([CH3:52])([CH3:51])[CH3:50] |f:3.4,6.7|. Reported procedure: A mixture of Example 16 (half crude material, assume 64.8 mg, 0.114 mmol) and formaldehyde (37% in water, 0.092 mL, 1.14 mmol) in DCM (2 mL) was stirred at RT for 10 min, then AcOH (0.013 mL, 0.227 mmol) and NaBH(OAc)3 (48.1 mg, 0.227 mmol) were added sequentially, and the solution stirred at RT for 3 h. The solution was concentrated in vacuo to ˜0.5 mL volume, applied to an SCX-2 cartridge (2 g) and washed with MeOH (15 mL). The product was eluted with 2M NH3 in MeOH (10 mL); concentration in v...